This data is from the Open Reaction Database (ORD), a public repository of structured organic reaction records. The task is: describe an organic reaction: reactants, conditions, products, and yield Reactants: C(=C)C(C1=CC=CC=C1)Cl (vinylbenzyl chloride), N1CCNCC1 (piperazine), C(C)(C)O (isopropanol). Conditions: temperature 70 celsius, time 3 hour. The product is N1(CCNCC1)CC1=CC=C(C=C)C=C1 (4-(piperazinylmethyl)styrene). RXN SMILES: [CH:1]([CH:3](Cl)[C:4]1[CH:9]=[CH:8][CH:7]=[CH:6][CH:5]=1)=C.[NH:11]1[CH2:16][CH2:15][NH:14][CH2:13][CH2:12]1.[CH:17](O)(C)C>>[N:11]1([CH2:17][C:7]2[CH:6]=[CH:5][C:4]([CH:3]=[CH2:1])=[CH:9][CH:8]=2)[CH2:16][CH2:15][NH:14][CH2:13][CH2:12]1. Procedure: To a 500 mL flask was added vinylbenzyl chloride (7.63 g, 0.050 mol), piperazine (8.61 g, 0.100 mol), and isopropanol (50 mL). The resulting solution was heated to 70° C. for 45 minutes and then cooled slowly to room temperature to form a slurry of crystalline material. The slurry was refrigerated for about three hours and then filtered. The solid piperazine hydrochloride salt was vacuum dried and then weighed (5.55 g) and discarded. The mother liquor was concentrated to about 25 mL on a rotary ...